From a dataset of the Open Reaction Database (ORD), a public repository of structured organic reaction records. describe an organic reaction: reactants, conditions, products, and yield As a reaction SMILES: [CH3:10][O:11][c:12]1[cH:13][c:14]([C:15](=[O:16])[c:17]2[n:18][cH:19][c:20]3[n:21]2[cH:22][cH:23][cH:24][c:25]3[C:26]([OH:27])=[O:28])[cH:29][cH:30][c:31]1[N+:32](=[O:33])[O-:34].[CH3:35][NH:36][CH3:37].[CH3:5][N:6]([CH:7]=[O:8])[CH3:9].[Cl:38][CH2:39][Cl:40].[O:41]1[CH2:42][CH2:43][CH2:44][CH2:45]1.[S:1]([Cl:2])([Cl:3])=[O:4]>>[CH3:5][N:6]([C:7](=[O:8])[c:25]1[c:20]2[cH:19][n:18][c:17]([C:15]([c:14]3[cH:13][c:12]([O:11][CH3:10])[c:31]([N+:32](=[O:33])[O-:34])[cH:30][cH:29]3)=[O:16])[n:21]2[cH:22][cH:23][cH:24]1)[CH3:9]. The reactants are COc1cc(C(=O)c2ncc3c(C(=O)O)cccn23)ccc1[N+](=O)[O-], CNC, CN(C)C=O, ClCCl, C1CCOC1, O=S(Cl)Cl. Yields the product COc1cc(C(=O)c2ncc3c(C(=O)N(C)C)cccn23)ccc1[N+](=O)[O-].